Dataset: the Open Reaction Database (ORD), a public repository of structured organic reaction records. Task: describe an organic reaction: reactants, conditions, products, and yield Starting materials: OC1=C(C(=O)[O-])C(=CC=C1)O (2,6-dihydroxybenzoate), CN (methylamine), C1CCOC1 (THF). Conditions: temperature 100 celsius. Yields the product OC1=C(C(=O)NC)C(=CC=C1)O (2,6-dihydroxy-N-methylbenzamide). Reaction SMILES: [OH:1][C:2]1[CH:10]=[CH:9][CH:8]=[C:7]([OH:11])[C:3]=1[C:4]([O-])=[O:5].[CH3:12][NH2:13].C1COCC1>>[OH:1][C:2]1[CH:10]=[CH:9][CH:8]=[C:7]([OH:11])[C:3]=1[C:4]([NH:13][CH3:12])=[O:5]. Procedure details: The mixture of 2,6-dihydroxybenzoate (168 mg, 1.0 mmol) and 2 M methylamine in THF (3 mL, 6.0 mmol) in a sealed tube was heated to 100° C. overnight. The reaction mixture was then concentrated under reduced pressure and purified on silica gel eluting with hexane/ethyl acetate (1:1) to provide titled compound (67 mg). MS (ESI(+)) m/e 168 (M+H)+; 1H NMR (300 MHz, DMSO-d6) 12.57(bs, 2H), 8.82 (bs, 1H), 7.14 (t, 1H), 6.35 (d, 2H), 2.85(d, 3H). Starting materials: Oc1ccc(Br)cc1, CC(C)(C)P(c1ccccc1-c1ccccc1)C(C)(C)C, C1COCCO1, Cc1nc(-c2cccc(C(F)(F)F)c2)n2nc(N)ncc12, CC(C)(C)[O-], [Na+], O=C(C=Cc1ccccc1)C=Cc1ccccc1, O=C(C=Cc1ccccc1)C=Cc1ccccc1, O=C(C=Cc1ccccc1)C=Cc1ccccc1, [Pd], [Pd]. The product is Cc1nc(-c2cccc(C(F)(F)F)c2)n2nc(Nc3ccc(O)cc3)ncc12. Reaction SMILES: [Br:22][c:23]1[cH:24][cH:25][c:26]([OH:29])[cH:27][cH:28]1.[C:30]([P:31]([C:32]([CH3:33])([CH3:34])[CH3:35])[c:36]1[cH:37][cH:38][cH:39][cH:40][c:41]1-[c:42]1[cH:43][cH:44][cH:45][cH:46][cH:47]1)([CH3:48])([CH3:49])[CH3:50].[CH2:57]1[O:58][CH2:59][CH2:60][O:61][CH2:62]1.[CH3:1][c:2]1[n:3][c:4](-[c:12]2[cH:13][c:14]([C:18]([F:19])([F:20])[F:21])[cH:15][cH:16][cH:17]2)[n:5]2[n:6][c:7]([NH2:11])[n:8][cH:9][c:10]12.[CH3:51][C:52]([CH3:53])([O-:54])[CH3:55].[Na+:56].[O:101]=[C:102]([CH:103]=[CH:104][c:105]1[cH:106][cH:107][cH:108][cH:109][cH:110]1)[CH:111]=[CH:112][c:113]1[cH:114][cH:115][cH:116][cH:117][cH:118]1.[O:65]=[C:66]([CH:67]=[CH:68][c:69]1[cH:70][cH:71][cH:72][cH:73][cH:74]1)[CH:75]=[CH:76][c:77]1[cH:78][cH:79][cH:80][cH:81][cH:82]1.[O:83]=[C:84]([CH:85]=[CH:86][c:87]1[cH:88][cH:89][cH:90][cH:91][cH:92]1)[CH:93]=[CH:94][c:95]1[cH:96][cH:97][cH:98][cH:99][cH:100]1.[Pd:63].[Pd:64]>>[CH3:1][c:2]1[n:3][c:4](-[c:12]2[cH:13][c:14]([C:18]([F:19])([F:20])[F:21])[cH:15][cH:16][cH:17]2)[n:5]2[n:6][c:7]([NH:11][c:23]3[cH:24][cH:25][c:26]([OH:29])[cH:27][cH:28]3)[n:8][cH:9][c:10]12.